Dataset: the Open Reaction Database (ORD), a public repository of structured organic reaction records. Task: describe an organic reaction: reactants, conditions, products, and yield Reactants: O=C(CC(=O)NCC=CC1=CC=CC=C1)C (3-oxo-N-(3-phenyl-2-propene-1-yl)butyramide), C(#N)C1=CC=C(C=O)C=C1 (4-cyanobenzaldehyde), N1CCCCC1 (piperidine), C1(=CC=C(C=C1)S(=O)(=O)O)C (p-toluenesulfonic acid). Run in C1=CC=CC=C1 (benzene), O (water). Yields the product C(C)(=O)C(C(=O)NCC=CC1=CC=CC=C1)=CC1=CC=C(C=C1)C#N (2-acetyl-3-(4-cyanophenyl)-N-(3-phenyl-2-propene-1-yl)acrylamide). Reaction SMILES: [O:1]=[C:2]([CH3:16])[CH2:3][C:4]([NH:6][CH2:7][CH:8]=[CH:9][C:10]1[CH:15]=[CH:14][CH:13]=[CH:12][CH:11]=1)=[O:5].[C:17]([C:19]1[CH:26]=[CH:25][C:22]([CH:23]=O)=[CH:21][CH:20]=1)#[N:18].N1CCCCC1.C1(C)C=CC(S(O)(=O)=O)=CC=1>C1C=CC=CC=1.O>[C:2]([C:3](=[CH:23][C:22]1[CH:25]=[CH:26][C:19]([C:17]#[N:18])=[CH:20][CH:21]=1)[C:4]([NH:6][CH2:7][CH:8]=[CH:9][C:10]1[CH:11]=[CH:12][CH:13]=[CH:14][CH:15]=1)=[O:5])(=[O:1])[CH3:16]. Procedure: 600 mg (2.76 mmol) of 3-oxo-N-(3-phenyl-2-propene-1-yl)butyramide, 362 mg (2.76 mmol) of 4-cyanobenzaldehyde and 23.5 mg (0.276 mmol) of piperidine were heated under reflux in the presence of a catalytic amount of p-toluenesulfonic acid in 30 ml of benzene for 6 hours while water was removed. Benzene was evaporated under reduced pressure. Ethyl acetate was added to the reaction mixture. After washing with 1 N hydrochloric acid and then with a saturated aqueous sodium hydrogencarbonate solution, ... The reactants are [N-]=[N+]=[N-].[Na+] (Sodium azide), CS(=O)(=O)OC[C@H]1CN(C(O1)=O)C1=CC(=C(C=C1)N1C=NC(=C1)C)F ((5R)-3-[3-fluoro-4-(4-methyl-1H-imidazol-1-yl)phenyl]-2-oxo-1,3-oxazolidin-5-ylmethyl methanesulfonate), C(C)(=O)OCC (ethyl acetate), O (water). The reagents and catalysts are C1COCCOCCOCCOCCOCCO1 (18-crown-6). The solvent is CN(C)C=O (DMF). Reaction conditions: temperature 90 celsius. Yields the product N(=[N+]=[N-])C[C@H]1CN(C(O1)=O)C1=CC(=C(C=C1)N1C=NC(=C1)C)F ((5R)-5-(Azidomethyl)-3-[3-fluoro-4-(4-methyl-1H-imidazol-1-yl)phenyl]oxazolidin-2-one). Yield: 71.7%. RXN SMILES: [N-:1]=[N+:2]=[N-:3].[Na+].CS(O[CH2:10][C@@H:11]1[O:15][C:14](=[O:16])[N:13]([C:17]2[CH:22]=[CH:21][C:20]([N:23]3[CH:27]=[C:26]([CH3:28])[N:25]=[CH:24]3)=[C:19]([F:29])[CH:18]=2)[CH2:12]1)(=O)=O.C(OCC)(=O)C.O>CN(C=O)C.C1OCCOCCOCCOCCOCCOC1>[N:1]([CH2:10][C@@H:11]1[O:15][C:14](=[O:16])[N:13]([C:17]2[CH:22]=[CH:21][C:20]([N:23]3[CH:27]=[C:26]([CH3:28])[N:25]=[CH:24]3)=[C:19]([F:29])[CH:18]=2)[CH2:12]1)=[N+:2]=[N-:3] |f:0.1|. Procedure: Sodium azide (0.596 g, 9.08 mmol) and 18-crown-6 (0.025 g, 0.095 mmol) were added to a solution of (5R)-3-[3-fluoro-4-(4-methyl-1H-imidazol-1-yl)phenyl]-2-oxo-1,3-oxazolidin-5-ylmethyl methanesulfonate (WO 01/81350) (3.161 g, 8.56 mmol) in DMF (8.5 ml). The reaction mixture was heated to 90° C. under an atmosphere of nitrogen for 19 h. It was poured into a mixture of ethyl acetate and water and was extracted three times with ethyl acetate. The combined organic layers were washed once with brine,... Reactants: C([O-])([O-])=O.[Na+].[Na+] (sodium carbonate), C1(\C=C/C(=O)O1)=O (maleic anhydride), C(C)O (ethanol), product. Product: C(\C=C/C(=O)[O-])(=O)OCC.[Na+] (SODIUM ETHYL MALEATE). As a reaction SMILES: [C:1]1(=[O:7])[O:6][C:4](=[O:5])[CH:3]=[CH:2]1.C(=O)([O-])[O-].[Na+:12].[Na+].[CH2:14]([OH:16])[CH3:15]>>[C:4]([O:16][CH2:14][CH3:15])(=[O:5])/[CH:3]=[CH:2]\[C:1]([O-:6])=[O:7].[Na+:12] |f:1.2.3,5.6|. Procedure details: Fifty-seven grams (0.57 moles) maleic anhydride is dissolved in 500 mls ethanol. With the aid of a pH meter the pH is adjusted to 8.5-8.6 with sodium carbonate. The solution is evaporated on the roto evaporator and dried in a vacuum oven. Ninety-four grams (0.57 moles) of product having a purity of 99.4% (NMR analysis) is obtained. Reactants: aqueous solution, C=O (formic aldehyde), ClC=1C=C(C=CC1Cl)N1C(NOCC1)=O (4-(3',4'-dichlorophenyl)-3-oxo-5,6-dihydro-1,2,4-oxadiazine), C(C)(=O)[O-].[Na+] (sodium acetate). The solvent is O1CCOCC1 (dioxane). Reaction conditions: time 2 hour. Product: OCN1OCCN(C1=O)C1=CC(=C(C=C1)Cl)Cl (2-hydroxymethyl-4-(3',4'-dichlorophenyl)-3-oxo-5,6-dihydro-1,2,4-oxadiazine). The yield is 89.2%. As a reaction SMILES: C=O.[Cl:3][C:4]1[CH:5]=[C:6]([N:11]2[CH2:16][CH2:15][O:14][NH:13][C:12]2=[O:17])[CH:7]=[CH:8][C:9]=1[Cl:10].[C:18]([O-])(=[O:20])C.[Na+]>O1CCOCC1>[OH:20][CH2:18][N:13]1[C:12](=[O:17])[N:11]([C:6]2[CH:7]=[CH:8][C:9]([Cl:10])=[C:4]([Cl:3])[CH:5]=2)[CH2:16][CH2:15][O:14]1 |f:2.3|. Procedure: 300 ml of an aqueous solution of 30% formic aldehyde were added to a mixture of 30 g of 4-(3',4'-dichlorophenyl)-3-oxo-5,6-dihydro-1,2,4-oxadiazine, 30 g of anhydrous sodium acetate and 300 ml of dioxane and then the mixture was stirred for 2 hours at 20°-25° C and was acidified. The mixture was extracted with ethyl acetate and the extracts were dried and evaporated to dryness under reduced pressure. The residue was taken up in isopropyl ether and the mixture was vacuum filtered. The recovered s...